describe an organic reaction: reactants, conditions, products, and yield From a dataset of the Open Reaction Database (ORD), a public repository of structured organic reaction records. Starting materials: C(C1=CC=CC=C1)OC1=CC=C(C=C1)CC(C(=O)NCC(C)=O)N1C(C2=CC=CC=C2C1=O)=O (3-(4-benzyloxy-phenyl)-2-(1,3-dioxo-1,3-dihydro-isoindol-2-yl)-N-(2-oxo-propyl)-propionamide), S(O)(O)(=O)=O (sulfuric acid), C(C)(=O)[O-].[Na+] (sodium acetate). Solvent: C(C)(=O)OC(C)=O (acetic anhydride). Reaction conditions: temperature 57.5 celsius, time 2 hour. The product is O=C1N(C(C2=CC=CC=C12)=O)C(CC1=CC=C(C=C1)OC(C)=O)C=1OC(=CN1)C (acetic acid 4-[2-(1,3-dioxo-1,3-dihydro-isoindol-2-yl)-2-(5-methyl-oxazol-2-yl)-ethyl]-phenyl ester). Isolated yield 56.0%. As a reaction SMILES: [CH2:1]([O:8][C:9]1[CH:14]=[CH:13][C:12]([CH2:15][CH:16]([N:24]2[C:32](=[O:33])[C:31]3[C:26](=[CH:27][CH:28]=[CH:29][CH:30]=3)[C:25]2=[O:34])[C:17]([NH:19][CH2:20][C:21](=O)[CH3:22])=[O:18])=[CH:11][CH:10]=1)[C:2]1C=CC=CC=1.S(=O)(=O)(O)[OH:36].C([O-])(=O)C.[Na+]>C(OC(=O)C)(=O)C>[O:34]=[C:25]1[C:26]2[C:31](=[CH:30][CH:29]=[CH:28][CH:27]=2)[C:32](=[O:33])[N:24]1[CH:16]([C:17]1[O:18][C:21]([CH3:22])=[CH:20][N:19]=1)[CH2:15][C:12]1[CH:13]=[CH:14][C:9]([O:8][C:1](=[O:36])[CH3:2])=[CH:10][CH:11]=1 |f:2.3|. Procedure: To a solution of 3-(4-Benzyloxy-phenyl)-2-(1,3-dioxo-1,3-dihydro-isoindol-2-yl)-N-(2-oxo-propyl)-propionamide (5) (220 mg, 0.5 mmol) in acetic anhydride (2 mL) at room temperature was added concentrated sulfuric acid (0.2 mL). The mixture was stirred at 55-60° C. for 2 h, then sodium acetate (200 mg) was added, and the mixture was concentrated in vacuo. To the residue was added cold water (10 mL), the precipitated solid was collected, washed with water and dried, and the product was purified by ... Starting materials: CC1=CC=C(C=C1)S(=O)(=O)OCCCNC=1C(N(S(C1C1=CC=CC=C1)(=O)=O)C(C)(C)C)=O (3-[(2-tert-butyl-1,1-dioxido-3-oxo-5-phenyl-2,3-dihydroisothiazol-4-yl)amino]propyl 4-methylbenzenesulfonate), OC=1C=C(C(=O)O)C=CC1 (3-hydroxybenzoic acid), H+. Product: C(C)(C)(C)N1S(C(=C(C1=O)NCCCOC=1C=C(C(=O)O)C=CC1)C1=CC=CC=C1)(=O)=O (3-{3-[(2-tert-Butyl-1,1-dioxido-3-oxo-5-phenyl-2,3-dihydroisothiazol-4-yl)amino]propoxy}benzoic acid). RXN SMILES: CC1C=CC(S([O:11][CH2:12][CH2:13][CH2:14][NH:15][C:16]2[C:17](=[O:33])[N:18]([C:29]([CH3:32])([CH3:31])[CH3:30])[S:19](=[O:28])(=[O:27])[C:20]=2[C:21]2[CH:26]=[CH:25][CH:24]=[CH:23][CH:22]=2)(=O)=O)=CC=1.O[C:35]1[CH:36]=[C:37]([CH:41]=[CH:42][CH:43]=1)[C:38]([OH:40])=[O:39]>>[C:29]([N:18]1[C:17](=[O:33])[C:16]([NH:15][CH2:14][CH2:13][CH2:12][O:11][C:35]2[CH:36]=[C:37]([CH:41]=[CH:42][CH:43]=2)[C:38]([OH:40])=[O:39])=[C:20]([C:21]2[CH:22]=[CH:23][CH:24]=[CH:25][CH:26]=2)[S:19]1(=[O:28])=[O:27])([CH3:32])([CH3:30])[CH3:31]. Procedure: The title compound was prepared from 3-[(2-tert-butyl-1,1-dioxido-3-oxo-5-phenyl-2,3-dihydroisothiazol-4-yl)amino]propyl 4-methylbenzenesulfonate and 3-hydroxybenzoic acid in a similar manner as described for Example 12. 1H NMR (500 MHz, d8-THF): δ 7.62-7.58 (d, 1H), 7.57-7.51 (m, 2H), 7.49 (s, 1H), 7.46-7.42 (m, 3H), 7.31 (t, 1H), 7.30 (t, 1H), 6.51 (t, 1H), 3.82 (t, 2H), 3.14-3.08 (m, 2H), 1.83-1.78 (m, 2H), 1.70 (s, 9H); 13C NMR (125 MHz, d8-THF): δ 166.7, 159.8, 158.9, 135.5, 132.5, 131.9, 1...